From a dataset of the Open Reaction Database (ORD), a public repository of structured organic reaction records. describe an organic reaction: reactants, conditions, products, and yield Reactants: CC(C)O (2-propanol), COC(=O)C1=CC=C(C=C1)B(O)O (4-methoxycarbonylphenylboronic acid), C[C@]12CC[C@@]3([C@@H](C2CC[C@@H]2[C@]4(CC=C(C([C@@H]4CC[C@@]12C)(C)C)OS(=O)(=O)C(F)(F)F)C)[C@@H](CC3)C(=C)C)C(=O)OCC3=CC=CC=C3 ((1R,3aS,5aR,5bR,7aR,11aR,11bR,13bR)-benzyl 5a,5b,8,8,11a-pentamethyl-1-(prop-1-en-2-yl)-9-(trifluoromethylsulfonyloxy)-2,3,3a,4,5,5a,5b,6,7,7a,8,11,11a,11b,12,13,13a,13b-octadecahydro-1H-cyclopenta[a]chrysene-3a-carboxylate), O.C([O-])([O-])=O.[Na+].[Na+] (sodium carbonate monohydrate). The reagents and catalysts are C=1C=CC(=CC1)[P](C=2C=CC=CC2)(C=3C=CC=CC3)[Pd]([P](C=4C=CC=CC4)(C=5C=CC=CC5)C=6C=CC=CC6)([P](C=7C=CC=CC7)(C=8C=CC=CC8)C=9C=CC=CC9)[P](C=1C=CC=CC1)(C=1C=CC=CC1)C=1C=CC=CC1 (tetrakis(triphenylphosphine)palladium(0)). Solvent: O (water), O1CCOCC1 (dioxane). Yields the product COC(=O)C1=CC=C(C=C1)C=1C([C@@H]2CC[C@]3([C@@]4(CC[C@@]5([C@@H]([C@H]4CC[C@@H]3[C@]2(CC1)C)[C@@H](CC5)C(=C)C)C(=O)OCC5=CC=CC=C5)C)C)(C)C ((1R,3aS,5aR,5bR,7aR,11aS,11bR,13aR13bR)-benzyl 9-(4-(methoxycarbonyl)phenyl)-5a,5b,8,8,11a-pentamethyl-1-(prop-1-en-2-yl)-2,3,3a,4,5,5a,5b,6,7,7a,8,11,11a,11b,12,13,13a,13b-octadecahydro-1H-cyclopenta[a]chrysene-3a-carboxylate). Isolated yield 68.4%. RXN SMILES: [CH3:1][C@:2]12[C@@:19]3([CH3:20])[C@@H:10]([C@:11]4([CH3:31])[C@@H:16]([CH2:17][CH2:18]3)[C:15]([CH3:22])([CH3:21])[C:14](OS(C(F)(F)F)(=O)=O)=[CH:13][CH2:12]4)[CH2:9][CH2:8][CH:7]1[C@H:6]1[C@H:32]([C:35]([CH3:37])=[CH2:36])[CH2:33][CH2:34][C@:5]1([C:38]([O:40][CH2:41][C:42]1[CH:47]=[CH:46][CH:45]=[CH:44][CH:43]=1)=[O:39])[CH2:4][CH2:3]2.CC(O)C.O.C(=O)([O-])[O-].[Na+].[Na+].[CH3:59][O:60][C:61]([C:63]1[CH:68]=[CH:67][C:66](B(O)O)=[CH:65][CH:64]=1)=[O:62]>O1CCOCC1.C1C=CC([P]([Pd]([P](C2C=CC=CC=2)(C2C=CC=CC=2)C2C=CC=CC=2)([P](C2C=CC=CC=2)(C2C=CC=CC=2)C2C=CC=CC=2)[P](C2C=CC=CC=2)(C2C=CC=CC=2)C2C=CC=CC=2)(C2C=CC=CC=2)C2C=CC=CC=2)=CC=1.O>[CH3:59][O:60][C:61]([C:63]1[CH:68]=[CH:67][C:66]([C:14]2[C:15]([CH3:22])([CH3:21])[C@H:16]3[C@:11]([CH3:31])([CH2:12][CH:13]=2)[C@@H:10]2[C@:19]([CH3:20])([C@@:2]4([CH3:1])[C@H:7]([CH2:8][CH2:9]2)[C@H:6]2[C@H:32]([C:35]([CH3:37])=[CH2:36])[CH2:33][CH2:34][C@:5]2([C:38]([O:40][CH2:41][C:42]2[CH:47]=[CH:46][CH:45]=[CH:44][CH:43]=2)=[O:39])[CH2:4][CH2:3]4)[CH2:18][CH2:17]3)=[CH:65][CH:64]=1)=[O:62] |f:2.3.4.5,^1:81,83,102,121|. Reported procedure: To a round bottom flask containing a solution of (1R,3aS,5aR,5bR,7aR,11aR,11bR,13bR)-benzyl 5a,5b,8,8,11a-pentamethyl-1-(prop-1-en-2-yl)-9-(trifluoromethylsulfonyloxy)-2,3,3a,4,5,5a,5b,6,7,7a,8,11,11a,11b,12,13,13a,13b-octadecahydro-1H-cyclopenta[a]chrysene-3a-carboxylate (6.21 g, 9.18 mmol) in dioxane (25 mL) was added 2-propanol (25 mL) and water (15 mL) followed by sodium carbonate monohydrate (3.42 g, 27.5 mmol), 4-methoxycarbonylphenylboronic acid (2.478 g, 13.77 mmol), and tetrakis(triphen... Starting materials: S([O-])(O)=O.[Na+] (sodium bisulfite), ClCCl (dichloromethane), C1(CCCCC1)N(C(CCCOC1=CC(=C(C=C1)[N+](=O)[O-])C=O)=O)CC(=O)OC (methyl 2-(N-cyclohexyl-4-(3-formyl-4-nitrophenyl)oxybutyramidyl)acetate), tetra-N-butylammonium permanganate, C(C)(=O)OCC (ethyl acetate). Run in N1=CC=CC=C1 (pyridine). Conditions: time 1 hour. The product is C1(CCCCC1)N(C(CCCOC1=CC(=C(C=C1)[N+](=O)[O-])C(=O)O)=O)CC(=O)OC (methyl 2-(N-cyclohexyl-4-(3-carboxy-4-nitrophenyl)oxybutyramidyl)acetate). As a reaction SMILES: [CH:1]1([N:7]([CH2:25][C:26]([O:28][CH3:29])=[O:27])[C:8](=[O:24])[CH2:9][CH2:10][CH2:11][O:12][C:13]2[CH:18]=[CH:17][C:16]([N+:19]([O-:21])=[O:20])=[C:15]([CH:22]=[O:23])[CH:14]=2)[CH2:6][CH2:5][CH2:4][CH2:3][CH2:2]1.C(OCC)(=[O:32])C.S(=O)(O)[O-].[Na+].ClCCl>N1C=CC=CC=1>[CH:1]1([N:7]([CH2:25][C:26]([O:28][CH3:29])=[O:27])[C:8](=[O:24])[CH2:9][CH2:10][CH2:11][O:12][C:13]2[CH:18]=[CH:17][C:16]([N+:19]([O-:21])=[O:20])=[C:15]([C:22]([OH:32])=[O:23])[CH:14]=2)[CH2:2][CH2:3][CH2:4][CH2:5][CH2:6]1 |f:2.3|. Procedure: To a solution of methyl 2-(N-cyclohexyl-4-(3-formyl-4-nitrophenyl)oxybutyramidyl)acetate (3.5 g) in dry pyridine (20 ml) under a blanket of nitrogen was added solid tetra-N-butylammonium permanganate portionwise over 1 hour. The reaction was stirred at room temperature for 1 hour and was then poured into ethyl acetate/6M hydrogen chloride (100 ml each). Solid sodium bisulfite was added to decolorize the solution and the layers were separated. The aqueous layer was washed with ethyl acetate (2×50...